From a dataset of the Open Reaction Database (ORD), a public repository of structured organic reaction records. describe an organic reaction: reactants, conditions, products, and yield Starting materials: C(C1=CC=CC=C1)N1[C@H](C(OCC1)=O)C1=CC=C(C=C1)F (4-benzyl-3-(S)-(4-fluorophenyl)-2-morpholinone), CCC([BH-](C(CC)C)C(CC)C)C.[Li+] (L-Selectride), FC(C=1C=C(C(=O)Cl)C=C(C1)C(F)(F)F)(F)F (3,5-bis(trifluoromethyl)benzoyl chloride). The solvent is C1CCOC1 (THF), C1CCOC1 (THF). Run at time 45 minute. Product: hexanes ether, C(C1=CC=CC=C1)N1[C@H]([C@H](OCC1)OC(C1=CC(=CC(=C1)C(F)(F)F)C(F)(F)F)=O)C1=CC=C(C=C1)F (4-Benzyl-2-(R)-(3,5-bis(trifluoromethyl)benzoyloxy)-3-(S)-(4-fluorophenyl)morpholine). Isolated yield 77.0%. As a reaction SMILES: [CH2:1]([N:8]1[CH2:13][CH2:12][O:11][C:10](=[O:14])[C@@H:9]1[C:15]1[CH:20]=[CH:19][C:18]([F:21])=[CH:17][CH:16]=1)[C:2]1[CH:7]=[CH:6][CH:5]=[CH:4][CH:3]=1.CCC(C)[BH-](C(C)CC)C(C)CC.[Li+].[F:36][C:37]([F:52])([F:51])[C:38]1[CH:39]=[C:40]([CH:44]=[C:45]([C:47]([F:50])([F:49])[F:48])[CH:46]=1)[C:41](Cl)=[O:42]>C1COCC1>[CH2:1]([N:8]1[CH2:13][CH2:12][O:11][C@H:10]([O:14][C:41](=[O:42])[C:40]2[CH:44]=[C:45]([C:47]([F:48])([F:49])[F:50])[CH:46]=[C:38]([C:37]([F:36])([F:51])[F:52])[CH:39]=2)[C@@H:9]1[C:15]1[CH:16]=[CH:17][C:18]([F:21])=[CH:19][CH:20]=1)[C:2]1[CH:3]=[CH:4][CH:5]=[CH:6][CH:7]=1 |f:1.2|. Reported procedure: A solution of 2.67 g (10.0 mmol) of 4-benzyl-3-(S)-(4-fluorophenyl)-2-morpholinone (Description 2) in 40 ml of dry THF was cooled to -78° C. The cold solution was treated with 12.5 ml of 1.0 ml L-Selectride® solution in THF, maintaining the internal reaction temperature below -70° C. The resulting solution was stirred cold for 45 minutes and the reaction was charged with 3.60 ml(20.0 mmol) of 3,5-bis(trifluoromethyl)benzoyl chloride. The resulting yellow mixture was stirred cold for 30 minutes a... Product: CN1N=CC=2C(C(C(CC12)(C)C)C=O)=O (4,5,6,7-tetrahydro-1,6,6-trimethyl-4-oxo-1 H-indazole-5-carboxaldehyde). Reaction conditions: temperature 0 celsius, time 15 minute. The reactants are C(CCC)[Li] (n-Butyllithium), solution, ice, C(C)(C)NC(C)C (N,N-diisopropylamine), CN1N=CC=2C(CC(CC12)(C)C)=O (1,5,6,7-tetrahydro-1,6,6-trimethyl-4H-indazol-4-one), C(=O)OCC (ethyl formate). Solvent: CCCCCC (hexane), O1CCCC1 (tetrahydrofuran), O (water), O1CCCC1 (tetrahydrofuran). RXN SMILES: C([Li])CCC.C(NC(C)C)(C)C.[CH3:13][N:14]1[C:22]2[CH2:21][C:20]([CH3:24])([CH3:23])[CH2:19][C:18](=[O:25])[C:17]=2[CH:16]=[N:15]1.[CH:26](OCC)=[O:27]>CCCCCC.O1CCCC1.O>[CH3:13][N:14]1[C:22]2[CH2:21][C:20]([CH3:23])([CH3:24])[CH:19]([CH:26]=[O:27])[C:18](=[O:25])[C:17]=2[CH:16]=[N:15]1. Procedure: n-Butyllithium (23.8 ml of a 2.60 M solution in hexane) was added slowly to an ice-cold solution of 8.7 ml of N,N-diisopropylamine in 30 ml of anhydrous tetrahydrofuran. The solution was stirred at 0° C. for 15 minutes and treated with 10.8 ml of hexamethylphosporamide; it was then stirred at 0° C. for 15 minutes and cooled to -78° C. A solution of 5 g of 1,5,6,7-tetrahydro-1,6,6-trimethyl-4H-indazol-4-one in 150 ml of anhydrous tetrahydrofuran was added dropwise, followed by the dropwise additi... The reactants are CCOC(=O)CO, CN1CCCC1=O, COc1cc(Cl)c(Nc2nc(Cl)nc(OC)c2[N+](=O)[O-])cc1OCc1c(OC)ccc(F)c1F, Cl, [H-], [Na+]. Yields the product CCOC(=O)COc1nc(Nc2cc(OCc3c(OC)ccc(F)c3F)c(OC)cc2Cl)c([N+](=O)[O-])c(OC)n1. Reaction SMILES: [C:35]([CH2:36][OH:37])(=[O:38])[O:39][CH2:40][CH3:41].[CH3:45][N:46]1[CH2:47][CH2:48][CH2:49][C:50]1=[O:51].[Cl:1][c:2]1[c:3]([NH:4][c:5]2[n:6][c:7]([Cl:16])[n:8][c:9]([O:14][CH3:15])[c:10]2[N+:11](=[O:12])[O-:13])[cH:17][c:18]([O:23][CH2:24][c:25]2[c:26]([F:34])[c:27]([F:33])[cH:28][cH:29][c:30]2[O:31][CH3:32])[c:19]([O:21][CH3:22])[cH:20]1.[ClH:44].[H-:42].[Na+:43]>>[Cl:1][c:2]1[c:3]([NH:4][c:5]2[n:6][c:7]([O:37][CH2:36][C:35](=[O:38])[O:39][CH2:40][CH3:41])[n:8][c:9]([O:14][CH3:15])[c:10]2[N+:11](=[O:12])[O-:13])[cH:17][c:18]([O:23][CH2:24][c:25]2[c:26]([F:34])[c:27]([F:33])[cH:28][cH:29][c:30]2[O:31][CH3:32])[c:19]([O:21][CH3:22])[cH:20]1.